Dataset: the Open Reaction Database (ORD), a public repository of structured organic reaction records. Task: describe an organic reaction: reactants, conditions, products, and yield Reactants: solid, Cl.Cl.Cl.O1CCC=2C(=NC=CC21)N2CCN(CC2)CC[C@@H]2CC[C@H](CC2)N (trans-4-{2-[4-(2,3-dihydrofuro[3,2-c]pyridin-4-yl)-piperazin-1-yl]-ethyl}-cyclohexanamine trihydrochloride), Cl.Cl.Cl.O1CCC=2C(=NC=CC21)N2CCN(CC2)CC[C@@H]2CC[C@H](CC2)N (trans-4-{2-[4-(2,3-dihydrofuro[3,2-c]pyridin-4-yl)-piperazin-1-yl]-ethyl}-cyclohexanamine trihydrochloride), N1(CCOCC1)C=1N=CC(=NC1)C(=O)O (5-morpholin-4-yl-pyrazine-2-carboxylic acid). The product is O1CCC=2C(=NC=CC21)N2CCN(CC2)CC[C@@H]2CC[C@H](CC2)NC(=O)C2=NC=C(N=C2)N2CCOCC2 (5-Morpholin-4-yl-pyrazine-2-carboxylic acid trans-(4-{2-[4-(2,3-dihydro-furo[3,2-c]pyridin-4-yl)-piperazin-1-yl]-ethyl}-cyclohexyl)-amide). RXN SMILES: Cl.Cl.Cl.[O:4]1[C:12]2[CH:11]=[CH:10][N:9]=[C:8]([N:13]3[CH2:18][CH2:17][N:16]([CH2:19][CH2:20][C@H:21]4[CH2:26][CH2:25][C@H:24]([NH2:27])[CH2:23][CH2:22]4)[CH2:15][CH2:14]3)[C:7]=2[CH2:6][CH2:5]1.[N:28]1([C:34]2[N:35]=[CH:36][C:37]([C:40](O)=[O:41])=[N:38][CH:39]=2)[CH2:33][CH2:32][O:31][CH2:30][CH2:29]1>>[O:4]1[C:12]2[CH:11]=[CH:10][N:9]=[C:8]([N:13]3[CH2:18][CH2:17][N:16]([CH2:19][CH2:20][C@H:21]4[CH2:26][CH2:25][C@H:24]([NH:27][C:40]([C:37]5[CH:36]=[N:35][C:34]([N:28]6[CH2:33][CH2:32][O:31][CH2:30][CH2:29]6)=[CH:39][N:38]=5)=[O:41])[CH2:23][CH2:22]4)[CH2:15][CH2:14]3)[C:7]=2[CH2:6][CH2:5]1 |f:0.1.2.3|. Reported procedure: The title compound, white solid (107 mg, 82%), MS (ISP) m/z=522.5 [(M+H)+], mp 192.5° C., was prepared in accordance with the general method of example 32 from trans-4-{2-[4-(2,3-dihydrofuro[3,2-c]pyridin-4-yl)-piperazin-1-yl]-ethyl}-cyclohexanamine trihydrochloride (intermediate C) (110 mg, 0.25 mmol) and 5-morpholin-4-yl-pyrazine-2-carboxylic acid. Starting materials: S1CCSCC1 (1,4-dithiane), O1CCCC1 (tetrahydrofuran), COS(=O)(=O)C(F)(F)F (methyltrifluoromethane sulfonate). Product: OS(=O)(=O)C(F)(F)F.CC1SSCCC1 (Methyl-Dithiane Triflate). As a reaction SMILES: [S:1]1[CH2:6]CSCC1.C[O:8][S:9]([C:12]([F:15])([F:14])[F:13])(=[O:11])=[O:10].O1[CH2:20][CH2:19][CH2:18][CH2:17]1>>[OH:11][S:9]([C:12]([F:15])([F:14])[F:13])(=[O:10])=[O:8].[CH3:17][CH:18]1[CH2:19][CH2:20][CH2:6][S:1][S:9]1 |f:3.4|. Reported procedure: 2 mmol of 1,4-dithiane was dissolved in 8 ml of tetrahydrofuran at 0° C., and about 2 mmol of methyltrifluoromethane sulfonate was slowly dripped to the mixture. After 20 minutes a white solid product was obtained in a salt form. The solid product was filtered and dried for 1 hour in an oven at 50° C. to obtain the following product: Reactants: ClC1=C(C(=NC=C1)NC(OC(C)(C)C)=O)I (tert-butyl (4-chloro-3-iodopyridin-2-yl)carbamate), C1(=CC=CC=C1)OC (anisole), C(=O)(C(F)(F)F)O (TFA). Run in ClCCCl (DCE). Conditions: time 1.5 hour. Yields the product ClC1=C(C(=NC=C1)N)I (4-chloro-3-iodopyridin-2-amine). Yield: 65.0%. RXN SMILES: [Cl:1][C:2]1[CH:7]=[CH:6][N:5]=[C:4]([NH:8]C(=O)OC(C)(C)C)[C:3]=1[I:16].C1(OC)C=CC=CC=1.C(O)(C(F)(F)F)=O>ClCCCl>[Cl:1][C:2]1[CH:7]=[CH:6][N:5]=[C:4]([NH2:8])[C:3]=1[I:16]. Reported procedure: A 250 mL round bottom flask was charged with tert-butyl (4-chloro-3-iodopyridin-2-yl)carbamate (4.5 g, 12.69 mmol) and dissolved in DCE (50.8 mL). To that stirring solution was added anisole (2.77 mL, 25.4 mmol) followed by TFA (14.67 mL, 190 mmol) at rt. After 1.5 hours, LCMS showed clean and complete consumption of the starting material to a large peak with the desired mass (m/z=254 [M+H]+Methanol/Water/TFA Phenomenex Luna C18, 30×2 mm, 3u ES+/−). The mixture was concentrated under reduced pre...